The task is: describe an organic reaction: reactants, conditions, products, and yield. This data is from the Open Reaction Database (ORD), a public repository of structured organic reaction records. As a reaction SMILES: [N+:1]([C:4]1[CH:9]=[CH:8][CH:7]=[CH:6][C:5]=1[NH:10][C:11]1[CH:12]=[C:13]([CH:16]=[CH:17][CH:18]=1)[C:14]#[N:15])([O-])=O.CO.[NH4+].[Cl-]>[Fe].O>[NH2:1][C:4]1[CH:9]=[CH:8][CH:7]=[CH:6][C:5]=1[NH:10][C:11]1[CH:12]=[C:13]([CH:16]=[CH:17][CH:18]=1)[C:14]#[N:15] |f:2.3|. Isolated yield 10.5%. Yields the product NC1=C(C=CC=C1)NC=1C=C(C#N)C=CC1 (3-(2-Aminophenylamino)benzonitrile). Starting materials: [N+](=O)([O-])C1=C(C=CC=C1)NC=1C=C(C#N)C=CC1 (3-(2-nitrophenylamino)benzonitrile), CO (MeOH), [NH4+].[Cl-] (NH4Cl). The reagents and catalysts are [Fe] (iron). Run in O (water). Procedure details: To a mixture of 3-(2-nitrophenylamino)benzonitrile (2.0 g, 8.40 mmol) in a 3:1 mixture MeOH:water (120 mL) were added NH4Cl (2.70 g, 0.05 mol) and iron powder (1.88 g, 0.03 mol) and the reaction mixture heated at reflux temperature for 1 h. After cooling to RT, the solid was filtered through a pad of Celite® and washed with additional MeOH. The filtrate was concentrated in vacuo and the resulting residue partitioned between DCM and water. The aqueous phase was further extracted with DCM (×3) and...